Dataset: the Open Reaction Database (ORD), a public repository of structured organic reaction records. Task: describe an organic reaction: reactants, conditions, products, and yield The reactants are O=C([O-])C(O)C(O)C(=O)[O-], CCOC(=O)c1ccc(OCc2c(-c3cccc(F)c3)noc2C)nn1, C[Al](C)C, [K+], NCCO, [Na+], C1COCCO1. Reaction SMILES: [C:35]([CH:36]([CH:37]([C:38]([O-:39])=[O:40])[OH:41])[OH:42])([O-:43])=[O:44].[CH2:9]([O:11][C:12](=[O:10])[c:14]1[n:15][n:16][c:17]([O:20][CH2:21][c:22]2[c:23](-[c:28]3[cH:29][c:30]([F:34])[cH:31][cH:32][cH:33]3)[n:24][o:25][c:26]2[CH3:27])[cH:18][cH:19]1)[CH3:13].[CH3:1][Al:2]([CH3:3])[CH3:4].[K+:45].[NH2:5][CH2:6][CH2:7][OH:8].[Na+:46].[O:47]1[CH2:48][CH2:49][O:50][CH2:51][CH2:52]1>>[NH:5]([CH2:6][CH2:7][OH:8])[C:12](=[O:11])[c:14]1[n:15][n:16][c:17]([O:20][CH2:21][c:22]2[c:23](-[c:28]3[cH:29][c:30]([F:34])[cH:31][cH:32][cH:33]3)[n:24][o:25][c:26]2[CH3:27])[cH:18][cH:19]1. The product is Cc1onc(-c2cccc(F)c2)c1COc1ccc(C(=O)NCCO)nn1. The reactants are BrC=1SC=CC1 (2-Bromothiophene), C(C)(C)N(C(C=C)=O)C(C)C (N,N-diisopropylacrylamide), C1(=C(C=CC=C1)P(C1=C(C=CC=C1)C)C1=C(C=CC=C1)C)C (tri-o-tolylphosphine), C(CCC)N(CCCC)CCCC (tri-n-butyl amine). Reagents/catalysts: C(C)(=O)[O-].[Pd+2].C(C)(=O)[O-] (palladium(II)acetate). Run in O (H2O), C(C)OCC (Diethyl ether), CN(C)C=O (DMF). Conditions: temperature 130 celsius. Product: C(C)(C)N(C(C=CC=1SC=CC1)=O)C(C)C (N,N-Diisopropyl-3-(2-thienyl)propenamide). RXN SMILES: Br[C:2]1[S:3][CH:4]=[CH:5][CH:6]=1.[CH:7]([N:10]([CH:15]([CH3:17])[CH3:16])[C:11](=[O:14])[CH:12]=[CH2:13])([CH3:9])[CH3:8].C1(C)C=CC=CC=1P(C1C=CC=CC=1C)C1C=CC=CC=1C.C(N(CCCC)CCCC)CCC>C([O-])(=O)C.[Pd+2].C([O-])(=O)C.O.C(OCC)C.CN(C=O)C>[CH:15]([N:10]([CH:7]([CH3:9])[CH3:8])[C:11](=[O:14])[CH:12]=[CH:13][C:2]1[S:3][CH:4]=[CH:5][CH:6]=1)([CH3:17])[CH3:16] |f:4.5.6|. Reported procedure: 2-Bromothiophene (2.28 g, 14.0 mmol), N,N-diisopropylacrylamide (1.55 g, 10.0 mmol), palladium(II)acetate (34 mg, 0.15 mmol), tri-o-tolylphosphine (183 mg, 0.6 mmol), tri-n-butyl amine (2.04 g, 11.0 mmol) and dry DMF (5 mL) were mixed under a N2-atmosphere. The mixture was heated to 130° C. for 9 hours. Diethyl ether and H2O was added to the somewhat cooled mixture. The aqueous phase was extracted twice with diethyl ether. The combined organic phases were washed twice with 2 M HCl, once with wat...